The task is: describe an organic reaction: reactants, conditions, products, and yield. This data is from the Open Reaction Database (ORD), a public repository of structured organic reaction records. The reactants are CNCCO (N-Methylethanolamine), ClS(=O)(=O)C1=C(C(=O)OC)C(=CC=C1)[N+](=O)[O-] (methyl 2-chlorosulfonyl-6-nitrobenzoate). The solvent is C1CCOC1 (THF). Run at time 18 hour. Yields the product OCCN(S(=O)(=O)C1=C(C(=O)OC)C(=CC=C1)[N+](=O)[O-])C (Methyl 2-[N-(2-Hydroxyethyl)-N-methylaminosulfonyl]-6-nitrobenzoate). Isolated yield 82.9%. Reaction SMILES: [CH3:1][NH:2][CH2:3][CH2:4][OH:5].Cl[S:7]([C:10]1[CH:19]=[CH:18][CH:17]=[C:16]([N+:20]([O-:22])=[O:21])[C:11]=1[C:12]([O:14][CH3:15])=[O:13])(=[O:9])=[O:8]>C1COCC1>[OH:5][CH2:4][CH2:3][N:2]([CH3:1])[S:7]([C:10]1[CH:19]=[CH:18][CH:17]=[C:16]([N+:20]([O-:22])=[O:21])[C:11]=1[C:12]([O:14][CH3:15])=[O:13])(=[O:8])=[O:9]. Procedure: N-Methylethanolamine (2.96 g, 39.4 mmol) was added to a solution of methyl 2-chlorosulfonyl-6-nitrobenzoate (5.5 g, 19.7 mmol, prepared according to Example 1 of Part a, supra) in THF (150 ml) and the mixture stirred at 20-25° for 18 hours. After removing THF under reduced pressure, the residue was partitioned between EtOAc and H2O. The organic extract was washed with saturated NaCl solution and dried (Na2SO4). Flash chromatography of the residue over silica gel and eluation with 1% MeOH-99% CHC... Starting materials: CC(C)(C)C(C(=O)[O-])n1nnc2c(Oc3cc(Cl)cc(C#N)c3)c(Cl)ccc21, O=C(O)C(F)(F)F. Product: N#Cc1cc(Cl)cc(Oc2c(Cl)ccc3c2nnn3CC(=O)O)c1. As a reaction SMILES: [C:1]([CH3:2])([CH3:3])([CH3:4])[CH:5]([C:6](=[O:7])[O-:8])[n:9]1[n:10][n:11][c:12]2[c:13]1[cH:14][cH:15][c:16]([Cl:28])[c:17]2[O:18][c:19]1[cH:20][c:21]([Cl:27])[cH:22][c:23]([C:25]#[N:26])[cH:24]1.[F:29][C:30]([F:31])([F:32])[C:33]([OH:34])=[O:35]>>[CH2:5]([C:6](=[O:7])[OH:8])[n:9]1[n:10][n:11][c:12]2[c:13]1[cH:14][cH:15][c:16]([Cl:28])[c:17]2[O:18][c:19]1[cH:20][c:21]([Cl:27])[cH:22][c:23]([C:25]#[N:26])[cH:24]1. Reactants: C(C)(=O)S[C@H]1C[C@H](N(C1)C(=O)OCC1=CC=C(C=C1)[N+](=O)[O-])C=1SC=C(N1)COS(=O)(=O)C ((2S,4S)-4-acetylthio-2-[4-(methanesulfonyloxymethyl) thiazol-2-yl]-1-(4-nitrobenzyloxycarbonyl)pyrrolidine), [N-]=[N+]=[N-].[Na+] (sodium azide). Solvent: CN(C=O)C (dimethylformamide). Conditions: temperature 70 celsius, time 2 hour. Yields the product C(C)(=O)S[C@H]1C[C@H](N(C1)C(=O)OCC1=CC=C(C=C1)[N+](=O)[O-])C=1SC=C(N1)CN=[N+]=[N-] ((2S, 4S)-4-acetylthio-2-(4-azidomethylthiazol-2-yl) -1-(4-nitrobenzyloxycarbonyl)pyrrolidine). Yield: 46.9%. As a reaction SMILES: [C:1]([S:4][C@@H:5]1[CH2:9][N:8]([C:10]([O:12][CH2:13][C:14]2[CH:19]=[CH:18][C:17]([N+:20]([O-:22])=[O:21])=[CH:16][CH:15]=2)=[O:11])[C@H:7]([C:23]2[S:24][CH:25]=[C:26]([CH2:28]OS(C)(=O)=O)[N:27]=2)[CH2:6]1)(=[O:3])[CH3:2].[N-:34]=[N+:35]=[N-:36].[Na+]>CN(C)C=O>[C:1]([S:4][C@@H:5]1[CH2:9][N:8]([C:10]([O:12][CH2:13][C:14]2[CH:15]=[CH:16][C:17]([N+:20]([O-:22])=[O:21])=[CH:18][CH:19]=2)=[O:11])[C@H:7]([C:23]2[S:24][CH:25]=[C:26]([CH2:28][N:34]=[N+:35]=[N-:36])[N:27]=2)[CH2:6]1)(=[O:3])[CH3:2] |f:1.2|. Procedure: To a solution of (2S,4S)-4-acetylthio-2-[4-(methanesulfonyloxymethyl) thiazol-2-yl]-1-(4-nitrobenzyloxycarbonyl)pyrrolidine (1.5 g) in dimethylformamide (20 ml) was added sodium azide (0.15 g) at ambient temperature. After stirring at 70° C. for 2 hours, the mixture was partitioned between ethyl acetate and water. The organic layer was washed with water and brine successively, dried over magnesium sulfate and concentrated to give a syrup. The syrup was subjected to a column chromatography on sil... The reactants are O=C([O-])[O-], Cc1ccc(S(=O)(=O)OCC2CCN(C(=O)OC(C)(C)C)CC2)cc1, [K+], [K+], CN(C)C=O, O, COc1cc2c(Oc3ccc4[nH]c(C)cc4c3)ncnc2cc1O. Yields the product COc1cc2c(Oc3ccc4[nH]c(C)cc4c3)ncnc2cc1OCC1CCN(C(=O)OC(C)(C)C)CC1. RXN SMILES: [C:50](=[O:51])([O-:52])[O-:53].[CH3:25][c:26]1[cH:27][cH:28][c:29]([S:30]([O:31][CH2:36][CH:37]2[CH2:38][CH2:39][N:40]([C:43](=[O:44])[O:45][C:46]([CH3:47])([CH3:48])[CH3:49])[CH2:41][CH2:42]2)(=[O:32])=[O:33])[cH:34][cH:35]1.[K+:54].[K+:55].[O:57]=[CH:58][N:59]([CH3:60])[CH3:61].[OH2:56].[OH:1][c:2]1[c:3]([O:23][CH3:24])[cH:4][c:5]2[c:6]([O:12][c:13]3[cH:14][c:15]4[cH:16][c:17]([CH3:22])[nH:18][c:19]4[cH:20][cH:21]3)[n:7][cH:8][n:9][c:10]2[cH:11]1>>[O:1]([c:2]1[c:3]([O:23][CH3:24])[cH:4][c:5]2[c:6]([O:12][c:13]3[cH:14][c:15]4[cH:16][c:17]([CH3:22])[nH:18][c:19]4[cH:20][cH:21]3)[n:7][cH:8][n:9][c:10]2[cH:11]1)[CH2:36][CH:37]1[CH2:38][CH2:39][N:40]([C:43](=[O:44])[O:45][C:46]([CH3:47])([CH3:48])[CH3:49])[CH2:41][CH2:42]1. Starting materials: ClC1=NC=C(C(=O)OC)C=C1[N+](=O)[O-] (methyl 6-chloro-5-nitronicotinate), OCC(=O)OCC (ethyl 2-hydroxyacetate), C([O-])([O-])=O.[K+].[K+] (potassium carbonate), OCC(=O)OCC (Ethyl 2-hydroxyacetate), C([O-])([O-])=O.[K+].[K+] (potassium carbonate). The solvent is C1CCOC1 (THF), CN(C)C=O (DMF). Run at time 24 hour. The product is C(C)OC(COC1=NC=C(C(=O)OC)C=C1[N+](=O)[O-])=O (methyl 6-(2-ethoxy-2-oxoethoxy)-5-nitronicotinate). Yield: 61.7%. RXN SMILES: Cl[C:2]1[C:11]([N+:12]([O-:14])=[O:13])=[CH:10][C:5]([C:6]([O:8][CH3:9])=[O:7])=[CH:4][N:3]=1.[OH:15][CH2:16][C:17]([O:19][CH2:20][CH3:21])=[O:18].C(=O)([O-])[O-].[K+].[K+]>C1COCC1.CN(C=O)C>[CH2:20]([O:19][C:17](=[O:18])[CH2:16][O:15][C:2]1[C:11]([N+:12]([O-:14])=[O:13])=[CH:10][C:5]([C:6]([O:8][CH3:9])=[O:7])=[CH:4][N:3]=1)[CH3:21] |f:2.3.4|. Reported procedure: To a solution of methyl 6-chloro-5-nitronicotinate (3 g, 13.85 mmol) in THF (60 mL) and DMF (30.0 mL) was added ethyl 2-hydroxyacetate (1.573 mL, 16.62 mmol) and potassium carbonate (5.74 g, 41.6 mmol). The reaction was stirred at room temperature for 24 hours. TLC analysis of the reaction mixture indicated partial consumption of starting material. Ethyl 2-hydroxyacetate (1 mL, 10.57 mmol) and potassium carbonate (2 g, 14.5 mmol) were added and the reaction was stirred at room temperature for 72... Starting materials: N1=CC=CC=C1 (Pyridine), C(Br)(Br)(Br)Br (carbon tetrabromide), C1(=CC=CC=C1)P(C1=CC=CC=C1)C1=CC=CC=C1 (triphenylphosphine), OCCC(CC(=O)NNC(=O)OC(C)(C)C)C1=CC(=CC=C1)C(F)(F)F (tert-Butyl N′-[5-hydroxy-3-(3-trifluoromethylphenyl)pentanoyl]hydrazinecarboxylate). The solvent is C(Cl)Cl (methylene chloride). Reaction conditions: time 30 minute. Product: BrCCC(CC(=O)NNC(=O)OC(C)(C)C)C1=CC(=CC=C1)C(F)(F)F (tert-butyl N′-[5-bromo-3-(3-trifluoromethylphenyl)pentanoyl]hydrazinecarboxylate). Isolated yield 68.5%. RXN SMILES: O[CH2:2][CH2:3][CH:4]([C:17]1[CH:22]=[CH:21][CH:20]=[C:19]([C:23]([F:26])([F:25])[F:24])[CH:18]=1)[CH2:5][C:6]([NH:8][NH:9][C:10]([O:12][C:13]([CH3:16])([CH3:15])[CH3:14])=[O:11])=[O:7].N1C=CC=CC=1.C(Br)(Br)(Br)[Br:34].C1(P(C2C=CC=CC=2)C2C=CC=CC=2)C=CC=CC=1>C(Cl)Cl>[Br:34][CH2:2][CH2:3][CH:4]([C:17]1[CH:22]=[CH:21][CH:20]=[C:19]([C:23]([F:26])([F:25])[F:24])[CH:18]=1)[CH2:5][C:6]([NH:8][NH:9][C:10]([O:12][C:13]([CH3:16])([CH3:15])[CH3:14])=[O:11])=[O:7]. Procedure: tert-Butyl N′-[5-hydroxy-3-(3-trifluoromethylphenyl)pentanoyl]hydrazinecarboxylate (2.0 g) was dissolved in methylene chloride (53 mL). Pyridine (1.29 mL), carbon tetrabromide (2.64 g) and triphenylphosphine (2.1 g) were added at room temperature, followed by stirring for 30 minutes. The reaction solution was partitioned with water and ethyl acetate. Then, the organic layer was washed with saturated ammonium chloride aqueous solution and a saturated sodium bicarbonate aqueous solution and dried ... The reactants are C(C)(C)(C)OC(=O)N1CCC(CC1)NCC1=CSC=C1 (4-[(thiophen-3-ylmethyl)-amino]-piperidine-1-carboxylic acid tert-butyl ester), Cl.O(C)N (methoxylamine hydrochloride), CCN(C(C)C)C(C)C (DIPEA), C1=CN(C=N1)C(=O)N2C=CN=C2 (CDI), C(=O)(O)[O-].[Na+] (NaHCO3). Solvent: CC#N (CH3CN), CC#N (CH3CN). Run at temperature 60 celsius, time 8 hour. Product: C(C)(C)(C)OC(=O)N1CCC(CC1)N(C(=O)NOC)CC1=CSC=C1 (4-(3-methoxy-1-thiophen-3-ylmethyl-ureido)-piperidine-1-carboxylic acid tert-butyl ester). Isolated yield 86.0%. Reaction SMILES: Cl.[O:2]([NH2:4])[CH3:3].CCN(C(C)C)C(C)C.C1N=CN([C:19](N2C=NC=C2)=[O:20])C=1.[C:26]([O:30][C:31]([N:33]1[CH2:38][CH2:37][CH:36]([NH:39][CH2:40][C:41]2[CH:45]=[CH:44][S:43][CH:42]=2)[CH2:35][CH2:34]1)=[O:32])([CH3:29])([CH3:28])[CH3:27].C([O-])(O)=O.[Na+]>CC#N>[C:26]([O:30][C:31]([N:33]1[CH2:38][CH2:37][CH:36]([N:39]([CH2:40][C:41]2[CH:45]=[CH:44][S:43][CH:42]=2)[C:19]([NH:4][O:2][CH3:3])=[O:20])[CH2:35][CH2:34]1)=[O:32])([CH3:29])([CH3:27])[CH3:28] |f:0.1,5.6|. Procedure details: To a suspension of methoxylamine hydrochloride (0.520 g, 6.25 mmol) in CH3CN (15 ml) was added DIPEA (1.09 ml, 6.25 mmol) followed by CDI (1.02 g, 6.25 mmol) and the reaction stirred at rt for 1.5 h after which a solution of the amine from above (0.880 g, 3.12 mmol) in CH3CN (10 ml) was added and the reaction stirred at 60° C. overnight. The solution was cooled, treated with saturated aqueous NaHCO3 (20 ml) and extracted with CH2Cl2 (3×15 ml). The combined organic extracts were dried (Na2SO4), f...